This data is from the Open Reaction Database (ORD), a public repository of structured organic reaction records. The task is: describe an organic reaction: reactants, conditions, products, and yield Reactants: OC(C)(C=1SC(=CN1)C1=CC(=CC(=C1)NC1=NC=CC(=N1)C(F)(F)F)C)C1CCC(CC1)(C(=O)OC)C (methyl 4-{1-hydroxy-1-[5-(3-methyl-5-{[4-(trifluoromethyl)pyrimidin-2-yl]amino}phenyl)-1,3-thiazol-2-yl]ethyl}-1-methylcyclohexanecarboxylate), [OH-].[Na+] (sodium hydroxide), Cl (hydrochloric acid). Run in O1CCCC1 (tetrahydrofuran), CO (methanol). Yields the product OC(C)(C=1SC(=CN1)C1=CC(=CC(=C1)NC1=NC=CC(=N1)C(F)(F)F)C)C1CCC(CC1)(C(=O)O)C (4-{1-hydroxy-1-[5-(3-methyl-5-{[4-(trifluoromethyl)pyrimidin-2-yl]amino}phenyl)-1,3-thiazol-2-yl]ethyl}-1-methylcyclohexanecarboxylic acid). RXN SMILES: [OH:1][C:2]([CH:27]1[CH2:32][CH2:31][C:30]([CH3:37])([C:33]([O:35]C)=[O:34])[CH2:29][CH2:28]1)([C:4]1[S:5][C:6]([C:9]2[CH:14]=[C:13]([NH:15][C:16]3[N:21]=[C:20]([C:22]([F:25])([F:24])[F:23])[CH:19]=[CH:18][N:17]=3)[CH:12]=[C:11]([CH3:26])[CH:10]=2)=[CH:7][N:8]=1)[CH3:3].[OH-].[Na+].Cl>O1CCCC1.CO>[OH:1][C:2]([CH:27]1[CH2:32][CH2:31][C:30]([CH3:37])([C:33]([OH:35])=[O:34])[CH2:29][CH2:28]1)([C:4]1[S:5][C:6]([C:9]2[CH:14]=[C:13]([NH:15][C:16]3[N:21]=[C:20]([C:22]([F:23])([F:25])[F:24])[CH:19]=[CH:18][N:17]=3)[CH:12]=[C:11]([CH3:26])[CH:10]=2)=[CH:7][N:8]=1)[CH3:3] |f:1.2|. Procedure details: To a solution of methyl 4-{1-hydroxy-1-[5-(3-methyl-5-{[4-(trifluoromethyl)pyrimidin-2-yl]amino}phenyl)-1,3-thiazol-2-yl]ethyl}-1-methylcyclohexanecarboxylate (37.8 mg, 0.071 mmol) in tetrahydrofuran (0.6 mL) and methanol (1.2 mL) was added sodium hydroxide (1.0 M in water, 0.283 mL, 0.283 mmol). The reaction mixture was irradiated to 160° C. for 5 min in a microwave oven. After cooling to room temperature, hydrochloric acid (2.0 M in water, 0.145 mL, 0.290 mmol) was added. The mixture was parti... The reactants are [Li+].C[Si](C)(C)[N-][Si](C)(C)C (LHMDS), FC(C=1C=C2CCCNC2=NC1C(OC)OC)F (6-(difluoromethyl)-7-(dimethoxymethyl)-1,2,3,4-tetrahydro-1,8-naphthyridine), FC(C=1C=C2CCCNC2=NC1C(OC)OC)F (6-(difluoromethyl)-7-(dimethoxymethyl)-1,2,3,4-tetrahydro-1,8-naphthyridine), C1(=CC=CC=C1)OC(OC1=CC=CC=C1)=O (diphenylcarbonate). Run in C1CCOC1 (THF), C1CCOC1 (THF). Run at temperature -78 celsius, time 30 minute. The product is FC(C=1C=C2CCCN(C2=NC1C(OC)OC)C(=O)OC1=CC=CC=C1)F (phenyl 6-(difluoromethyl)-7-(dimethoxymethyl)-3,4-dihydro-1,8-naphthyridine-1(2H)-carboxylate). RXN SMILES: [Li+].C[Si]([N-][Si](C)(C)C)(C)C.[F:11][CH:12]([F:28])[C:13]1[CH:14]=[C:15]2[C:20](=[N:21][C:22]=1[CH:23]([O:26][CH3:27])[O:24][CH3:25])[NH:19][CH2:18][CH2:17][CH2:16]2.[C:29]1([O:35][C:36](=O)[O:37]C2C=CC=CC=2)[CH:34]=[CH:33][CH:32]=[CH:31][CH:30]=1>C1COCC1>[F:28][CH:12]([F:11])[C:13]1[CH:14]=[C:15]2[C:20](=[N:21][C:22]=1[CH:23]([O:24][CH3:25])[O:26][CH3:27])[N:19]([C:36]([O:35][C:29]1[CH:34]=[CH:33][CH:32]=[CH:31][CH:30]=1)=[O:37])[CH2:18][CH2:17][CH2:16]2 |f:0.1|. Procedure: A solution of LHMDS in THF (1.6M, 6.64 ml, 10.63 mmol) was added drop wise to a solution of 6-(difluoromethyl)-7-(dimethoxymethyl)-1,2,3,4-tetrahydro-1,8-naphthyridine (intermediate 101, 1.7 g, 6.25 mmol) and diphenylcarbonate (1.41 g, 6.57 mmol) in THF (20 ml) at −78° C. The reaction mixture was stirred for 30 minutes at −78° C., then for 18 h at room temperature, partitioned between saturated aqueous NH4Cl and DCM, extracted DCM (2×), dried over Na2SO4 and evaporated. The residue was preabsorb... The reactants are O=C([O-])O, COc1ccc(C(=O)N(C(=O)c2ccc(OC)cc2)c2nc3ccc(N(C)C)cc3c(NCc3cccs3)c2C#N)cc1, CC(=O)O, CC#N, [Na+]. The product is COc1ccc(C(=O)Nc2nc3ccc(N(C)C)cc3c(NCc3cccs3)c2C#N)cc1. RXN SMILES: [C:48](=[O:49])([O-:50])[OH:51].[CH3:1][O:2][c:3]1[cH:4][cH:5][c:6]([C:7](=[O:8])[N:9]([c:10]2[n:11][c:12]3[cH:13][cH:14][c:15]([N:29]([CH3:30])[CH3:31])[cH:16][c:17]3[c:18]([NH:22][CH2:23][c:24]3[s:25][cH:26][cH:27][cH:28]3)[c:19]2[C:20]#[N:21])[C:32](=[O:33])[c:34]2[cH:35][cH:36][c:37]([O:38][CH3:39])[cH:40][cH:41]2)[cH:42][cH:43]1.[CH3:44][C:45](=[O:46])[OH:47].[CH3:53][C:54]#[N:55].[Na+:52]>>[CH3:1][O:2][c:3]1[cH:4][cH:5][c:6]([C:7](=[O:8])[NH:9][c:10]2[n:11][c:12]3[cH:13][cH:14][c:15]([N:29]([CH3:30])[CH3:31])[cH:16][c:17]3[c:18]([NH:22][CH2:23][c:24]3[s:25][cH:26][cH:27][cH:28]3)[c:19]2[C:20]#[N:21])[cH:42][cH:43]1.